This data is from the Open Reaction Database (ORD), a public repository of structured organic reaction records. The task is: describe an organic reaction: reactants, conditions, products, and yield Reactants: CC(=O)O, CCO, CC12CCC3c4ccc(O)cc4CCC3C1CCC2=O, [K+], [OH-], O, O=Cc1cccs1. Yields the product CC12CCC3c4ccc(O)cc4CCC3C1CC(=Cc1cccs1)C2=O. RXN SMILES: [CH3:30][C:31](=[O:32])[OH:33].[CH3:34][CH2:35][OH:36].[CH:3]12[CH2:4][CH2:5][C:6]3([CH3:7])[C:8](=[O:9])[CH2:10][CH2:11][CH:12]3[CH:13]1[CH2:14][CH2:15][c:16]1[cH:17][c:18]([OH:19])[cH:20][cH:21][c:22]12.[K+:2].[OH-:1].[OH2:37].[s:23]1[c:24]([CH:28]=[O:29])[cH:25][cH:26][cH:27]1>>[CH:3]12[CH2:4][CH2:5][C:6]3([CH3:7])[C:8](=[O:9])[C:10](=[CH:28][c:24]4[s:23][cH:27][cH:26][cH:25]4)[CH2:11][CH:12]3[CH:13]1[CH2:14][CH2:15][c:16]1[cH:17][c:18]([OH:19])[cH:20][cH:21][c:22]12. The reactants are carboxylic acid, C(C=C)(=O)O (acrylic acid), 2-alkyl-2-adamantanol, CC1(C2CC3CC(CC1C3)C2)O (2-methyl-2-adamantanol), C(C(=C)C)(=O)O (methacrylic acid). The product is C(C=C)(=O)OC1(C2CC3CC(CC1C3)C2)C (2-methyl-2-adamantyl acrylate), C(C(=C)C)(=O)OC1(C2CC3CC(CC1C3)C2)C (2-methyl-2-adamantyl methacrylate). RXN SMILES: [CH3:1][C:2]1([OH:12])[CH:9]2[CH2:10][CH:5]3[CH2:6][CH:7]([CH2:11][CH:3]1[CH2:4]3)[CH2:8]2.[C:13](O)(=[O:16])[CH:14]=[CH2:15].[C:18]([OH:23])(=[O:22])[C:19]([CH3:21])=[CH2:20]>>[C:13]([O:12][C:2]1([CH3:1])[CH:3]2[CH2:11][CH:7]3[CH2:6][CH:5]([CH2:10][CH:9]1[CH2:8]3)[CH2:4]2)(=[O:16])[CH:14]=[CH2:15].[C:18]([O:23][C:2]1([CH3:1])[CH:3]2[CH2:11][CH:7]3[CH2:6][CH:5]([CH2:10][CH:9]1[CH2:8]3)[CH2:4]2)(=[O:22])[C:19]([CH3:21])=[CH2:20]. Reported procedure: For example, by conducting a reaction using, as the 2-alkyl-2-adamantanol, 2-methyl-2-adamantanol and, as the carboxylic acid compound, acrylic acid or methacrylic acid, there is obtained 2-methyl-2-adamantyl acrylate or 2-methyl-2-adamantyl methacrylate. Starting materials: C(C)(C)(C)C1=C(C(=O)O)C=CC(=C1)NC(C(C)N1C(C=C(C(=C1)C#N)C1=C(C=CC(=C1)Cl)C1CC1)=O)=O (tert-butyl 4-({2-[4-(5-chloro-2-cyclopropylphenyl)-5-cyano-2-oxopyridin-1(2H)-yl]propanoyl}amino)benzoic acid), C(=O)(C(F)(F)F)O (TFA). The product is ClC=1C=CC(=C(C1)C1=CC(N(C=C1C#N)C(C(=O)NC1=CC=C(C(=O)O)C=C1)C)=O)C1CC1 (4-({2-[4-(5-Chloro-2-cyclopropylphenyl)-5-cyano-2-oxopyridin-1(2H)-yl]propanoyl}amino)benzoic acid). Reaction SMILES: C([C:5]1[CH:13]=[C:12]([NH:14][C:15](=[O:37])[CH:16]([N:18]2[CH:23]=[C:22]([C:24]#[N:25])[C:21]([C:26]3[CH:31]=[C:30]([Cl:32])[CH:29]=[CH:28][C:27]=3[CH:33]3[CH2:35][CH2:34]3)=[CH:20][C:19]2=[O:36])[CH3:17])[CH:11]=[CH:10][C:6]=1[C:7]([OH:9])=[O:8])(C)(C)C.C(O)(C(F)(F)F)=O>>[Cl:32][C:30]1[CH:29]=[CH:28][C:27]([CH:33]2[CH2:35][CH2:34]2)=[C:26]([C:21]2[C:22]([C:24]#[N:25])=[CH:23][N:18]([CH:16]([CH3:17])[C:15]([NH:14][C:12]3[CH:11]=[CH:10][C:6]([C:7]([OH:9])=[O:8])=[CH:5][CH:13]=3)=[O:37])[C:19](=[O:36])[CH:20]=2)[CH:31]=1. Procedure details: 66 mg (0.13 mmol) of tert-butyl 4-({2-[4-(5-chloro-2-cyclopropylphenyl)-5-cyano-2-oxopyridin-1(2H)-yl]propanoyl}amino)benzoic acid (racemate) (Example 18.3A) were hydrolysed with TFA according to General Method 2. Yield: 39 mg (68% of theory) Reactants: CS(=O)(=O)CCNC(OC(C)(C)C)=O (tert-butyl 2-(methylsulfonyl)ethylcarbamate), FC(C(=O)O)(F)F (Trifluoroacetic acid). Solvent: ClCCl (dichloromethane). Conditions: time 1.5 hour. The product is FC(C(=O)O)(F)F.CS(=O)(=O)CCN (2-(methylsulfonyl)ethylamine trifluoroacetate). RXN SMILES: [CH3:1][S:2]([CH2:5][CH2:6][NH:7]C(=O)OC(C)(C)C)(=[O:4])=[O:3].[F:15][C:16]([F:21])([F:20])[C:17]([OH:19])=[O:18]>ClCCl>[F:15][C:16]([F:21])([F:20])[C:17]([OH:19])=[O:18].[CH3:1][S:2]([CH2:5][CH2:6][NH2:7])(=[O:4])=[O:3] |f:3.4|. Procedure: In a dried reaction flask, tert-butyl 2-(methylsulfonyl)ethylcarbamate (0.906 g, 4.06 mmol) was dissolved in dichloromethane (60 mL). Trifluoroacetic acid (27.8 mL) was added dropwise at −10° C. The mixture was stirred for 1.5 hr, and was concentrated at reduced pressure to produce a crude brown oil (1.258 g). RXN SMILES: [BH4-:16].[CH3:19][CH2:20][OH:21].[CH3:1][CH:2]([CH:3]=[O:4])[CH:5]([CH2:6][CH:7]1[C:8]([CH3:13])([CH3:14])[C:9]([CH3:12])=[CH:10][CH2:11]1)[CH3:15].[ClH:18].[Na+:17]>>[CH3:1][CH:2]([CH2:3][OH:4])[CH:5]([CH2:6][CH:7]1[C:8]([CH3:13])([CH3:14])[C:9]([CH3:12])=[CH:10][CH2:11]1)[CH3:15]. Product: CC1=CCC(CC(C)C(C)CO)C1(C)C. Reactants: [BH4-], CCO, CC1=CCC(CC(C)C(C)C=O)C1(C)C, Cl, [Na+]. Reactants: [N+](=O)([O-])[O-].[Na+] (sodium nitrate), N(=O)[O-].[Na+] (sodium nitrite), C(C1=CC=CC=C1)OC1=C(C=CC=C1)O (2-Benzyloxyphenol), S(O)(O)(=O)=O (sulfuric acid). Run in C(Cl)Cl (methylene chloride), C(Cl)Cl (methylene chloride). Reaction conditions: time 24 hour. Product: [N+](=O)([O-])C1=C(C(=CC=C1)OCC1=CC=CC=C1)O (2-nitro-6-benzyloxy phenol). The yield is 42.4%. RXN SMILES: [CH2:1]([O:8][C:9]1[CH:14]=[CH:13][CH:12]=[CH:11][C:10]=1[OH:15])[C:2]1[CH:7]=[CH:6][CH:5]=[CH:4][CH:3]=1.[N+:16]([O-])([O-:18])=[O:17].[Na+].S(=O)(=O)(O)O.N([O-])=O.[Na+]>C(Cl)Cl>[N+:16]([C:11]1[CH:12]=[CH:13][CH:14]=[C:9]([O:8][CH2:1][C:2]2[CH:3]=[CH:4][CH:5]=[CH:6][CH:7]=2)[C:10]=1[OH:15])([O-:18])=[O:17] |f:1.2,4.5|. Procedure: 2-Benzyloxyphenol (5.00 g, 25.0 mmol) was dissolved in methylene chloride(40 mL) followed by the addition of sodium nitrate (2.30 g, 27.5 mmol). The addition of sulfuric acid (31 mL/3M) was then made, followed by addition of a catalytic amount of sodium nitrite. The mixture was allowed to stir. After 24 hours, the reaction mixture was diluted with methylene chloride and extracted with water. The organic layer was dried over MgSO4 and filtered. The solvent was evaporated and chromatography of the... The reactants are [Cl-].[NH4+] (ammonium chloride), Grignard reagent, [Mg] (magnesium), II (iodine crystals), BrC1=CC2=CC=CC=C2C=C1 (2-bromonaphthalene), C(C1=CC=CC=C1)N1CCC(CC1)=C(C(=O)OCC)C#N (ethyl 2-(1-benzylpiperidin-4-ylidene)-2-cyanoacetate), BrC1=CC2=CC=CC=C2C=C1 (2-Bromonaphthalene). The solvent is O1CCCC1 (tetrahydrofuran), C(C)OCC (diethyl ether). Reaction conditions: temperature 0 celsius, time 30 minute. The product is C(#N)C(C(=O)OCC)C1(CCN(CC1)CC1=CC=CC=C1)C1=CC2=CC=CC=C2C=C1 (Ethyl 2-cyano-2-(1-benzyl-4-(2-naphthyl)piperidin-4-yl)ethanoate). Isolated yield 33.9%. RXN SMILES: Br[C:2]1[CH:11]=[CH:10][C:9]2[C:4](=[CH:5][CH:6]=[CH:7][CH:8]=2)[CH:3]=1.[Mg].II.[CH2:15]([N:22]1[CH2:27][CH2:26][C:25](=[C:28]([C:34]#[N:35])[C:29]([O:31][CH2:32][CH3:33])=[O:30])[CH2:24][CH2:23]1)[C:16]1[CH:21]=[CH:20][CH:19]=[CH:18][CH:17]=1.[Cl-].[NH4+]>C(OCC)C.O1CCCC1>[C:34]([CH:28]([C:25]1([C:2]2[CH:11]=[CH:10][C:9]3[C:4](=[CH:5][CH:6]=[CH:7][CH:8]=3)[CH:3]=2)[CH2:24][CH2:23][N:22]([CH2:15][C:16]2[CH:21]=[CH:20][CH:19]=[CH:18][CH:17]=2)[CH2:27][CH2:26]1)[C:29]([O:31][CH2:32][CH3:33])=[O:30])#[N:35] |f:4.5|. Procedure details: 2-Bromonaphthalene (26 g) was dissolved in anhydrous diethyl ether (100 ml) and ⅕ of this solution added to a vigourously stirred mixture of magnesium turnings (3.3 g) and 2-3 iodine crystals under a nitrogen atmosphere. Gentle heating was applied to initiate formation of the Grignard reagent since it proved difficult to maintain spontaneous refluxing. The remainder of the 2-bromonaphthalene solution was added in 4 portions, allowing the refluxing to subside after each addition, and the mixture ... The reactants are Fc1c(Cl)cccc1CBr, CCO, CC(C)[N+](=O)[O-], [H-], [Na+]. Product: O=Cc1cccc(Cl)c1F. RXN SMILES: [Br:9][CH2:10][c:11]1[c:12]([F:18])[c:13]([Cl:17])[cH:14][cH:15][cH:16]1.[CH3:19][CH2:20][OH:21].[CH3:3][CH:4]([N+:5](=[O:6])[O-:7])[CH3:8].[H-:1].[Na+:2]>>[O:7]=[CH:10][c:11]1[c:12]([F:18])[c:13]([Cl:17])[cH:14][cH:15][cH:16]1.